Dataset: the Open Reaction Database (ORD), a public repository of structured organic reaction records. Task: describe an organic reaction: reactants, conditions, products, and yield The reactants are COC=1C=C2C(=C(NC2=CC1)C(NC)=O)CCNC(OC(C)(C)C)=O (tert-butyl {2-[5-methoxy-2-(methylcarbamoyl)-1H-indol-3-yl]ethyl}carbamate), Cl (hydrogen chloride). Solvent: O1CCOCC1 (dioxane). Conditions: time 3 hour. Product: Cl.NCCC1=C(NC2=CC=C(C=C12)OC)C(=O)NC (3-(2-aminoethyl)-5-methoxy-N-methyl-1H-indole-2-carboxamide hydrochloride). Reaction SMILES: [CH3:1][O:2][C:3]1[CH:4]=[C:5]2[C:9](=[CH:10][CH:11]=1)[NH:8][C:7]([C:12](=[O:15])[NH:13][CH3:14])=[C:6]2[CH2:16][CH2:17][NH:18]C(=O)OC(C)(C)C.[ClH:26]>O1CCOCC1>[ClH:26].[NH2:18][CH2:17][CH2:16][C:6]1[C:5]2[C:9](=[CH:10][CH:11]=[C:3]([O:2][CH3:1])[CH:4]=2)[NH:8][C:7]=1[C:12]([NH:13][CH3:14])=[O:15] |f:3.4|. Reported procedure: To a mixture of tert-butyl {2-[5-methoxy-2-(methylcarbamoyl)-1H-indol-3-yl]ethyl}carbamate (520 mg) and dioxane (5.00 mL) was added hydrogen chloride (4 M dioxane solution, 5.00 mL), followed by stirring at room temperature for 3 hours. The reaction mixture was concentrated under reduced pressure to obtain 3-(2-aminoethyl)-5-methoxy-N-methyl-1H-indole-2-carboxamide hydrochloride (460 mg) as a yellow solid. Reactants: O (Water), BrC=1C=C(C(=NC1)\C=N\S(=O)C(C)(C)C)F (N-[(1E)-(5-bromo-3-fluoropyridin-2-yl)methylidene]-2-methyl-propane-2-sulfinamide), C[Mg]Cl (methylmagnesium chloride), C[Mg]Cl (Methylmagnesium chloride). The solvent is [Cl-].[Na+].O (brine), C(Cl)Cl (CH2Cl2). Reaction conditions: time 1 hour. The product is BrC=1C=C(C(=NC1)[C@@H](C)NS(=O)C(C)(C)C)F (N-[(1R)-1-(5-bromo-3-fluoropyridin-2-yl)ethyl]-2-methylpropane-2-sulfinamide). RXN SMILES: [Br:1][C:2]1[CH:3]=[C:4]([F:16])[C:5](/[CH:8]=[N:9]/[S:10]([C:12]([CH3:15])([CH3:14])[CH3:13])=[O:11])=[N:6][CH:7]=1.[CH3:17][Mg]Cl.O>C(Cl)Cl.[Cl-].[Na+].O>[Br:1][C:2]1[CH:3]=[C:4]([F:16])[C:5]([C@H:8]([NH:9][S:10]([C:12]([CH3:13])([CH3:15])[CH3:14])=[O:11])[CH3:17])=[N:6][CH:7]=1 |f:4.5.6|. Procedure details: A solution of N-[(1E)-(5-bromo-3-fluoropyridin-2-yl)methylidene]-2-methyl-propane-2-sulfinamide (18.63 g, 60.65 mmol) in CH2Cl2 (375 mL) was cooled to −50° C. under N2. Methylmagnesium chloride (3M in THF, 30.32 mL, 90.97 mmol) was added dropwise, the reaction was stirred for 1 h. Additional methylmagnesium chloride (5.0 mL, 15.0 mmol) was added after 30 minutes to drive the reaction to completion. Water (200 mL) and brine (200 mL) were added, and the reaction allowed to warm to room temperature... Reactants: CCO, CC(C)N, c1csc(OCC2CO2)n1. Product: CC(C)NCC(O)COc1nccs1. As a reaction SMILES: [CH3:15][CH2:16][OH:17].[CH:1]([CH3:2])([CH3:3])[NH2:4].[O:5]1[CH2:6][CH:7]1[CH2:8][O:9][c:10]1[s:11][cH:12][cH:13][n:14]1>>[CH:1]([CH3:2])([CH3:3])[NH:4][CH2:6][CH:7]([OH:5])[CH2:8][O:9][c:10]1[s:11][cH:12][cH:13][n:14]1. Reactants: COC=1C(C(=NN(C1)C1=CC=NC=C1)C1=CC=NN1C1=CC=CC=C1)=O (5-Methoxy-3-(1-phenyl-1H-pyrazol-5-yl)-1-pyridin-4-ylpyridazin-4(1H)-one), C(C1=CC=CC=C1)Br (benzylbromide). The solvent is C(C)#N (acetonitrile). The product is [Br-].C(C1=CC=CC=C1)[N+]1=CC=C(C=C1)N1N=C(C(C=C1)=O)C1=CC=NN1C1=CC=CC=C1 (1-benzyl-4-[4-oxo-3-(1-phenyl-1H-pyrazol-5-yl)pyridazin-1(4H)-yl]pyridinium bromide). Reaction SMILES: CO[C:3]1[C:4](=[O:26])[C:5]([C:15]2[N:19]([C:20]3[CH:25]=[CH:24][CH:23]=[CH:22][CH:21]=3)[N:18]=[CH:17][CH:16]=2)=[N:6][N:7]([C:9]2[CH:14]=[CH:13][N:12]=[CH:11][CH:10]=2)[CH:8]=1.[CH2:27]([Br:34])[C:28]1[CH:33]=[CH:32][CH:31]=[CH:30][CH:29]=1>C(#N)C>[Br-:34].[CH2:27]([N+:12]1[CH:13]=[CH:14][C:9]([N:7]2[CH:8]=[CH:3][C:4](=[O:26])[C:5]([C:15]3[N:19]([C:20]4[CH:21]=[CH:22][CH:23]=[CH:24][CH:25]=4)[N:18]=[CH:17][CH:16]=3)=[N:6]2)=[CH:10][CH:11]=1)[C:28]1[CH:33]=[CH:32][CH:31]=[CH:30][CH:29]=1 |f:3.4|. Procedure: 5-Methoxy-3-(1-phenyl-1H-pyrazol-5-yl)-1-pyridin-4-ylpyridazin-4(1H)-one (0.49 g) and benzylbromide (0.25 mL) were dissolved in acetonitrile (30 mL), and the mixture was heated under reflux overnight. The solvent was evaporated under reduced pressure, and the obtained crystals were washed with ethyl acetate to give the title compound (0.73 g). Starting materials: CCO, CCOC(=O)CN1CC(Cc2c[nH]c3ccccc23)N(C(=O)c2cc(C(F)(F)F)cc(C(F)(F)F)c2)CC1=O, [Na+], [OH-]. Product: O=C(O)CN1CC(Cc2c[nH]c3ccccc23)N(C(=O)c2cc(C(F)(F)F)cc(C(F)(F)F)c2)CC1=O. Reaction SMILES: [CH3:42][CH2:43][OH:44].[F:1][C:2]([c:3]1[cH:4][c:5]([C:6](=[O:7])[N:8]2[CH2:9][C:10](=[O:30])[N:11]([CH2:24][C:25](=[O:26])[O:27][CH2:28][CH3:29])[CH2:12][CH:13]2[CH2:14][c:15]2[cH:16][nH:17][c:18]3[cH:19][cH:20][cH:21][cH:22][c:23]23)[cH:31][c:32]([C:34]([F:35])([F:36])[F:37])[cH:33]1)([F:38])[F:39].[Na+:41].[OH-:40]>>[F:1][C:2]([c:3]1[cH:4][c:5]([C:6](=[O:7])[N:8]2[CH2:9][C:10](=[O:30])[N:11]([CH2:24][C:25](=[O:26])[OH:27])[CH2:12][CH:13]2[CH2:14][c:15]2[cH:16][nH:17][c:18]3[cH:19][cH:20][cH:21][cH:22][c:23]23)[cH:31][c:32]([C:34]([F:35])([F:36])[F:37])[cH:33]1)([F:38])[F:39]. Starting materials: [H-].[Na+] (sodium hydride), ClCCCO (3-chloro-1-propanol), FC=1C=C(C=CC1)O (3-fluorophenol). The solvent is CN(C=O)C (dimethylformamide), CN(C=O)C (dimethylformamide), O (water). Conditions: temperature 0 celsius, time 30 minute. Yields the product FC=1C=C(OCCCO)C=CC1 (3-(3-Fluorophenoxy)-propan-ol). Yield: 78.3%. Reaction SMILES: [H-].[Na+].[F:3][C:4]1[CH:5]=[C:6]([OH:10])[CH:7]=[CH:8][CH:9]=1.Cl[CH2:12][CH2:13][CH2:14][OH:15]>CN(C)C=O.O>[F:3][C:4]1[CH:5]=[C:6]([CH:7]=[CH:8][CH:9]=1)[O:10][CH2:12][CH2:13][CH2:14][OH:15] |f:0.1|. Reported procedure: To a pre-dried round bottom flask, equipped with a magnetic stirrer, add sodium hydride (60% dispersion in mineral oil, 4.80 g, 0.120 mol) under a nitrogen atmosphere. Wash the sodium hydride with hexanes (3×100 mL) to remove the mineral oil then dimethylformamide (165 mL) is added. The resulting suspension is cooled to 0° C. and a solution of 3-fluorophenol (11.20 g, 0.100 mol) in dimethylformamide (35 mL) is added dropwise resulting in gas evolution and a color change from green to blue-green....